From a dataset of the Open Reaction Database (ORD), a public repository of structured organic reaction records. describe an organic reaction: reactants, conditions, products, and yield The reactants are O (water), BrC1=CC=C(C=C1)C(C)=O (4′-bromoacetophenone), O1CCOCC1 (1,4-dioxane), O (water), C([O-])([O-])=O.[Cs+].[Cs+] (cesium carbonate), potassium methoxymethyl trifluoroborate, 1′,1′-bis(diphenylphosphino)ferrocenedichloropalladium. The solvent is C(Cl)Cl (methylene chloride). Reaction conditions: temperature 100 celsius, time 7 hour. The product is COCC1=CC=C(C=C1)C(C)=O (1-(4-Methoxymethyl-phenyl)ethanone). Yield: 31.0%. RXN SMILES: Br[C:2]1[CH:7]=[CH:6][C:5]([C:8](=[O:10])[CH3:9])=[CH:4][CH:3]=1.[O:11]1[CH2:16]COC[CH2:12]1.O.C(=O)([O-])[O-].[Cs+].[Cs+]>C(Cl)Cl>[CH3:12][O:11][CH2:16][C:2]1[CH:7]=[CH:6][C:5]([C:8](=[O:10])[CH3:9])=[CH:4][CH:3]=1 |f:3.4.5|. Procedure: To a mixture of 4′-bromoacetophenone (300 mg, 1.51 mmol) and 1,4-dioxane (4 ml) were added water (0.4 ml), cesium carbonate (1.48 g, 4.54 mmol), potassium methoxymethyl trifluoroborate (459 mg, 3.02 mmol) and 1′,1′-bis(diphenylphosphino)ferrocenedichloropalladium (II) (110 mg, 0.151 mmol). Then, the reaction mixture was stirred at 100° C. (external temperature) for 7 hours. After the reaction mixture was cooled at room temperature, water and methylene chloride were added to the mixture, followed... Reactants: FC1=C(C(=CC=C1)F)N1N=C(C=2C(=NC=CC21)OC)C2=CC=C(C=C2)CC#N ((4-(1-(2,6-difluorophenyl)-4-methoxy-1H-pyrazolo[4,3-c]pyridin-3-yl)phenyl)acetonitrile), C1CC(=O)N(C1=O)Br (NBS), O (water). The solvent is CN(C)C=O (DMF). Conditions: time 8 hour. Yields the product BrC=1C2=C(C(=NC1)OC)C(=NN2C2=C(C=CC=C2F)F)C2=CC=C(C=C2)CC#N ((4-(7-bromo-1-(2,6-difluorophenyl)-4-methoxy-1H-pyrazolo[4,3-c]pyridin-3-yl)phenyl)acetonitrile). Isolated yield 89.9%. As a reaction SMILES: [F:1][C:2]1[CH:7]=[CH:6][CH:5]=[C:4]([F:8])[C:3]=1[N:9]1[C:17]2[CH:16]=[CH:15][N:14]=[C:13]([O:18][CH3:19])[C:12]=2[C:11]([C:20]2[CH:25]=[CH:24][C:23]([CH2:26][C:27]#[N:28])=[CH:22][CH:21]=2)=[N:10]1.C1C(=O)N([Br:36])C(=O)C1.O>CN(C=O)C>[Br:36][C:16]1[C:17]2[N:9]([C:3]3[C:4]([F:8])=[CH:5][CH:6]=[CH:7][C:2]=3[F:1])[N:10]=[C:11]([C:20]3[CH:25]=[CH:24][C:23]([CH2:26][C:27]#[N:28])=[CH:22][CH:21]=3)[C:12]=2[C:13]([O:18][CH3:19])=[N:14][CH:15]=1. Reported procedure: To a solution of (4-(1-(2,6-difluorophenyl)-4-methoxy-1H-pyrazolo[4,3-c]pyridin-3-yl)phenyl)acetonitrile (148.1 mg) obtained in Step A of Example 39 in DMF (5 mL) was added NBS (77 mg) at 0° C., and the mixture was allowed to be warmed to room temperature, and stirred overnight. The reaction mixture was poured into water, and the mixture was extracted twice with ethyl acetate. The organic layers were combined, washed with saturated brine, and dried over sodium sulfate, and the solvent was evapor... The reactants are CCC(=O)N(c1ccccc1)C1(COC)CCN(Cc2ccccc2)CC1, CC(=O)O, [H][H]. The product is CCC(=O)N(c1ccccc1)C1(COC)CCNCC1. Reaction SMILES: [CH3:1][O:2][CH2:3][C:4]1([N:17]([C:18]([CH2:19][CH3:20])=[O:21])[c:22]2[cH:23][cH:24][cH:25][cH:26][cH:27]2)[CH2:5][CH2:6][N:7]([CH2:10][c:11]2[cH:12][cH:13][cH:14][cH:15][cH:16]2)[CH2:8][CH2:9]1.[CH3:30][C:31](=[O:32])[OH:33].[H:28][H:29]>>[CH3:1][O:2][CH2:3][C:4]1([N:17]([C:18]([CH2:19][CH3:20])=[O:21])[c:22]2[cH:23][cH:24][cH:25][cH:26][cH:27]2)[CH2:5][CH2:6][NH:7][CH2:8][CH2:9]1. Reactants: COC(C1=CC=C(C=C1)CN1C=NC(=C1)CO[Si](C1=CC=CC=C1)(C1=CC=CC=C1)C(C)(C)C)=O (4-(4-tert-Butyldiphenylsilyloxymethylimidazol-1-yl-methyl)benzoic acid methyl ester), [F-].C(CCC)[N+](CCCC)(CCCC)CCCC (tetrabutylammonium fluoride), O (Water). Solvent: C1CCOC1 (THF), C1CCOC1 (THF). Reaction conditions: time 2 hour. Product: COC(C1=CC=C(C=C1)CN1C=NC(=C1)CO)=O (4-(4-hydroxymethylimidazol-1-ylmethyl)benzoic acid methyl ester). RXN SMILES: [CH3:1][O:2][C:3](=[O:35])[C:4]1[CH:9]=[CH:8][C:7]([CH2:10][N:11]2[CH:15]=[C:14]([CH2:16][O:17][Si](C(C)(C)C)(C3C=CC=CC=3)C3C=CC=CC=3)[N:13]=[CH:12]2)=[CH:6][CH:5]=1.[F-].C([N+](CCCC)(CCCC)CCCC)CCC.O>C1COCC1>[CH3:1][O:2][C:3](=[O:35])[C:4]1[CH:5]=[CH:6][C:7]([CH2:10][N:11]2[CH:15]=[C:14]([CH2:16][OH:17])[N:13]=[CH:12]2)=[CH:8][CH:9]=1 |f:1.2|. Reported procedure: A mixture of 4-(4-tert-Butyldiphenylsilyloxymethylimidazol-1-yl-methyl)benzoic acid methyl ester (1.6 g, 3.3 mmol) and tetrabutylammonium fluoride 1M in THF (3.3 ml, 3.3 mmol) in THF (10 ml) was stirred under argon at room temperature for 2 h. Water (15 ml) was added, the mixture was extracted with AcOEt, the organic phase washed with water, brine and dried over MgSO4. The reactants are CC(=O)O[BH-](OC(C)=O)OC(C)=O, CC(=O)O, O=Cc1c[nH]cn1, ClCCCl, Nc1ccc(F)c(F)c1, [Na+]. Yields the product Fc1ccc(NCc2c[nH]cn2)cc1F. As a reaction SMILES: [C:17]([O:18][BH-:19]([O:20][C:21](=[O:22])[CH3:23])[O:24][C:25](=[O:26])[CH3:27])(=[O:28])[CH3:29].[CH3:31][C:32](=[O:33])[OH:34].[CH:10](=[O:11])[c:12]1[n:13][cH:14][nH:15][cH:16]1.[Cl:35][CH2:36][CH2:37][Cl:38].[F:1][c:2]1[cH:3][c:4]([NH2:5])[cH:6][cH:7][c:8]1[F:9].[Na+:30]>>[F:1][c:2]1[cH:3][c:4]([NH:5][CH2:10][c:12]2[n:13][cH:14][nH:15][cH:16]2)[cH:6][cH:7][c:8]1[F:9]. The reactants are O (water), OC1=C(C=CC2=CC=CC=C12)O (1,2-dihydroxynaphthalene), [H-].[Na+] (NaH), CN(C)C=O (DMF), COS(=O)(=O)OC (dimethylsulfate). Solvent: CCOCC (Et2O). Reaction conditions: time 1 hour. Product: COC1=C(C=CC2=CC=CC=C12)OC (1,2-Dimethoxynaphthalene). The yield is 65.0%. As a reaction SMILES: [OH:1][C:2]1[C:11]2[C:6](=[CH:7][CH:8]=[CH:9][CH:10]=2)[CH:5]=[CH:4][C:3]=1O.[H-].[Na+].COS([O:20][CH3:21])(=O)=O.O.[CH3:23]N(C=O)C>CCOCC>[CH3:23][O:1][C:2]1[C:11]2[C:6](=[CH:7][CH:8]=[CH:9][CH:10]=2)[CH:5]=[CH:4][C:3]=1[O:20][CH3:21] |f:1.2|. Procedure details: To the solution of 1,2-dihydroxynaphthalene (5 g, 31.2 mmol) in DMF (140 mL) was added NaH (3.0 g, 75.0 mmol). After stirred at room temperature for 1 h, dimethylsulfate (7.09 mL, 75.0 mmol) was added. After stirring at room temperature for 22 h, water and Et2O was added, the organic layer was washed with brine, water, dried (MgSO4), filtered and concentrated. Column chromatography yielded the title compound as a colorless oil (3.83 g, 65%). 1H NMR (CDCl3) δ 8.12 (d, 1H), 7.79 (d, 1H), 7.59 (d, ... Starting materials: C(C1=CC=CC=C1)=O (benzaldehyde), CC(=O)C1=CC=C(C=C1)OC2=CC=CC=C2 (4-phenoxyacetophenone). Yields the product O(C1=CC=CC=C1)C1=CC=C(C=C1)C(C=CC1=CC=CC=C1)=O (1-(4-phenoxyphenyl)-3-phenylprop-2-en-1-one). As a reaction SMILES: [CH:1](=O)[C:2]1[CH:7]=[CH:6][CH:5]=[CH:4][CH:3]=1.[CH3:9][C:10]([C:12]1[CH:17]=[CH:16][C:15]([O:18][C:19]2[CH:24]=[CH:23][CH:22]=[CH:21][CH:20]=2)=[CH:14][CH:13]=1)=[O:11]>>[O:18]([C:15]1[CH:16]=[CH:17][C:12]([C:10](=[O:11])[CH:9]=[CH:1][C:2]2[CH:7]=[CH:6][CH:5]=[CH:4][CH:3]=2)=[CH:13][CH:14]=1)[C:19]1[CH:24]=[CH:23][CH:22]=[CH:21][CH:20]=1. Procedure: By a procedure similar to that of example 1.59.1, starting from benzaldehyde and 4-phenoxyacetophenone, 1-(4-phenoxyphenyl)-3-phenylprop-2-en-1-one was obtained as yellowish solid. Starting materials: Clc1nc(Cl)c2c(ccn2Cc2ccccc2)n1, CN1CCCC1=O, [H-], [Na+], O, CC(=O)c1cc(C)c(O)c(C)c1. Product: CC(=O)c1cc(C)c(Oc2nc(Cl)nc3ccn(Cc4ccccc4)c23)c(C)c1. As a reaction SMILES: [CH2:15]([c:16]1[cH:17][cH:18][cH:19][cH:20][cH:21]1)[n:22]1[cH:23][cH:24][c:25]2[n:26][c:27]([Cl:32])[n:28][c:29]([Cl:31])[c:30]12.[CH3:33][N:34]1[CH2:35][CH2:36][CH2:37][C:38]1=[O:39].[H-:2].[Na+:1].[OH2:40].[OH:3][c:4]1[c:5]([CH3:14])[cH:6][c:7]([C:11]([CH3:12])=[O:13])[cH:8][c:9]1[CH3:10]>>[O:3]([c:4]1[c:5]([CH3:14])[cH:6][c:7]([C:11]([CH3:12])=[O:13])[cH:8][c:9]1[CH3:10])[c:29]1[n:28][c:27]([Cl:32])[n:26][c:25]2[cH:24][cH:23][n:22]([CH2:15][c:16]3[cH:17][cH:18][cH:19][cH:20][cH:21]3)[c:30]21. The reactants are ClC=1C(=NC=CN1)OC1CCN(CC1)C1=NC2=CC=CC=C2C=C1 (2-(4-((3-chloropyrazin-2-yl)oxy)piperidin-1-yl)quinoline), CC=1C=NC=CC1B1OC(C(O1)(C)C)(C)C (3-methyl-4-(4,4,5,5-tetramethyl-[1,3,2]dioxaborolan-2-yl)-pyridine), [O-]P(=O)([O-])[O-].[K+].[K+].[K+] (K3PO4), O1CCOCC1 (1,4-dioxane). The reagents and catalysts are C1=CC=C(C=C1)P([C-]2C=CC=C2)C3=CC=CC=C3.C1=CC=C(C=C1)P([C-]2C=CC=C2)C3=CC=CC=C3.Cl[Pd]Cl.[Fe+2] (Pd(dppf)Cl2). The solvent is O (H2O). Reaction conditions: temperature 110 celsius, time 8 hour. Yields the product CC1=NC=CC(=C1)C=1C(=NC=CN1)OC1CCN(CC1)C1=NC2=CC=CC=C2C=C1 (2-(4-((3-(2-methylpyridin-4-yl)pyrazin-2-yl)oxy)piperidin-1-yl)quinoline). Isolated yield 60.0%. As a reaction SMILES: Cl[C:2]1[C:3]([O:8][CH:9]2[CH2:14][CH2:13][N:12]([C:15]3[CH:24]=[CH:23][C:22]4[C:17](=[CH:18][CH:19]=[CH:20][CH:21]=4)[N:16]=3)[CH2:11][CH2:10]2)=[N:4][CH:5]=[CH:6][N:7]=1.C[C:26]1[CH:27]=[N:28][CH:29]=[CH:30][C:31]=1B1OC(C)(C)C(C)(C)O1.[O-]P([O-])([O-])=O.[K+].[K+].[K+].O1CCOC[CH2:50]1>O.C1C=CC(P(C2C=CC=CC=2)[C-]2C=CC=C2)=CC=1.C1C=CC(P(C2C=CC=CC=2)[C-]2C=CC=C2)=CC=1.Cl[Pd]Cl.[Fe+2]>[CH3:50][C:27]1[CH:26]=[C:31]([C:2]2[C:3]([O:8][CH:9]3[CH2:14][CH2:13][N:12]([C:15]4[CH:24]=[CH:23][C:22]5[C:17](=[CH:18][CH:19]=[CH:20][CH:21]=5)[N:16]=4)[CH2:11][CH2:10]3)=[N:4][CH:5]=[CH:6][N:7]=2)[CH:30]=[CH:29][N:28]=1 |f:2.3.4.5,8.9.10.11|. Procedure: To a solution of 2-(4-((3-chloropyrazin-2-yl)oxy)piperidin-1-yl)quinoline (see PREPARATION P2.1; 340 mg, 1.0 mmol), 3-methyl-4-(4,4,5,5-tetramethyl-[1,3,2]dioxaborolan-2-yl)-pyridine (see PREPARATION P12.1; 219 mg, 1.0 mmol) and K3PO4 (424 mg, 2.0 mmol) in 1,4-dioxane (10 mL) and H2O (2 mL) was added Pd(dppf)Cl2 (73 mg, 0.1 mmol) then the reaction mixture was stirred at 110° C. under N2 atmosphere overnight. The reaction mixture was filtered through CELITE® and washed with CH2Cl2 (30 mL). The fi... Reactants: BrC1=C(C(=CC=C1OC)N)NC1=CC=CC=C1 (3-bromo-4-methoxy-N2-phenylbenzene-1,2-diamine), C[C@@H](C(=O)O)NC(=O)OC(C)(C)C (Boc-ala-OH), C1=CC2=C(N=C1)N(N=N2)O (HOAT), CCN=C=NCCCN(C)C.Cl (N-(3-dimethylaminopropyl)-n′-ethylcarbodiimide hydrochloride). Run in C(Cl)Cl (DCM), O (water). Run at temperature 0 celsius, time 1 hour. The product is Cl.Cl.BrC1=C(C=CC2=C1N(C(=N2)[C@H](C)N)C2=CC=CC=C2)OC ((S)-1-(7-Bromo-6-methoxy-1-phenyl-1H-benzoimidazol-2-yl)ethylamine dihydrochloride). The yield is 181.8%. Reaction SMILES: [Br:1][C:2]1[C:7]([O:8][CH3:9])=[CH:6][CH:5]=[C:4]([NH2:10])[C:3]=1[NH:11][C:12]1[CH:17]=[CH:16][CH:15]=[CH:14][CH:13]=1.[CH3:18][C@H:19]([NH:23]C(OC(C)(C)C)=O)[C:20](O)=O.C1C=NC2N(O)N=NC=2C=1.CCN=C=NCCCN(C)C.[ClH:52]>C(Cl)Cl.O>[ClH:52].[ClH:52].[Br:1][C:2]1[C:3]2[N:11]([C:12]3[CH:13]=[CH:14][CH:15]=[CH:16][CH:17]=3)[C:18]([C@@H:19]([NH2:23])[CH3:20])=[N:10][C:4]=2[CH:5]=[CH:6][C:7]=1[O:8][CH3:9] |f:3.4,7.8.9|. Reported procedure: To a solution of 3-bromo-4-methoxy-N2-phenylbenzene-1,2-diamine (421 mg, 1.8 mmol), Boc-ala-OH (343 mg, 1.8 mmol) and HOAT (247 mg, 1.8 mmol) in DCM (10 mL) at 0° C. was added N-(3-dimethylaminopropyl)-n′-ethylcarbodiimide hydrochloride (383 mg, 1.99 mmol) and the reaction mixture stirred at 0° C. for 1 h. The reaction mixture was diluted with water and extracted with DCM (3×10 mL). The combined organic fractions were washed with brine, dried (MgSO4) and concentrated in vacuo. The residue was di...